From a dataset of the Open Reaction Database (ORD), a public repository of structured organic reaction records. describe an organic reaction: reactants, conditions, products, and yield Starting materials: ClC1=NC(=CC(=N1)C(F)(F)F)C1=CC(=CC=C1)C(F)(F)F (2-chloro-4-trifluoromethyl-6-(3-trifluoromethylphenyl)-pyrimidine), BrC=1C=C(C=CC1)B(O)O (3-bromo-benzene-boronic acid). Yields the product BrC=1C=C(C=CC1)C1=NC(=CC(=N1)C(F)(F)F)C1=CC(=CC=C1)C(F)(F)F (2-(3-Bromo-phenyl)-4-trifluoromethyl-6-(3-trifluoromethyl-phenyl)-pyrimidine), solid. Yield: 48.0%. Reaction SMILES: Cl[C:2]1[N:7]=[C:6]([C:8]([F:11])([F:10])[F:9])[CH:5]=[C:4]([C:12]2[CH:17]=[CH:16][CH:15]=[C:14]([C:18]([F:21])([F:20])[F:19])[CH:13]=2)[N:3]=1.[Br:22][C:23]1[CH:24]=[C:25](B(O)O)[CH:26]=[CH:27][CH:28]=1>>[Br:22][C:23]1[CH:28]=[C:27]([C:2]2[N:7]=[C:6]([C:8]([F:11])([F:10])[F:9])[CH:5]=[C:4]([C:12]3[CH:17]=[CH:16][CH:15]=[C:14]([C:18]([F:21])([F:20])[F:19])[CH:13]=3)[N:3]=2)[CH:26]=[CH:25][CH:24]=1. Procedure details: The title compound was prepared from 2-chloro-4-trifluoromethyl-6-(3-trifluoromethylphenyl)-pyrimidine (example A.42) (0.65 g, 2.0 mmol) and commercially available 3-bromo-benzene-boronic acid (0.44 g, 2.2 mmol) according to the general procedure IVb. Obtained as a white solid (0.43 g, 48%). MS (EI) 448.0 [(M)+]; mp 102.5° C. Reactants: C(C)(C)(C)OC(C1=CC(=C(C=C1)CCS(=O)(=O)N1CCC2(C(NC(=N2)C2=CC(=CC(=C2)C(F)(F)F)OCC2=CC=CC=C2)=O)CC1)C)=O (4-{2-[2-(3-Benzyloxy-5-trifluoromethyl-phenyl)-4-oxo-1,3,8-triaza-spiro[4.5]dec-1-ene-8-sulfonyl]-ethyl}-3-methyl-benzoic acid tert-butyl ester), [H][H] (hydrogen), ClCCl (dichloromethane), CO (methanol). Reagents/catalysts: [Pd] (Pd—C). The solvent is C(C)(=O)OCC (ethyl acetate), C1CCOC1 (THF). The product is C(C)(C)(C)OC(C1=CC(=C(C=C1)CCS(=O)(=O)N1CCC2(C(NC(=N2)C2=CC(=CC(=C2)C(F)(F)F)O)=O)CC1)C)=O (4-{2-[2-(3-hydroxy-5-trifluoromethyl-phenyl)-4-oxo-1,3,8-triaza-spiro[4.5]dec-1-ene-8-sulfonyl]-ethyl}-3-methyl-benzoic acid tert-butyl ester). The yield is 93.8%. RXN SMILES: [C:1]([O:5][C:6](=[O:48])[C:7]1[CH:12]=[CH:11][C:10]([CH2:13][CH2:14][S:15]([N:18]2[CH2:46][CH2:45][C:21]3([N:25]=[C:24]([C:26]4[CH:31]=[C:30]([C:32]([F:35])([F:34])[F:33])[CH:29]=[C:28]([O:36]CC5C=CC=CC=5)[CH:27]=4)[NH:23][C:22]3=[O:44])[CH2:20][CH2:19]2)(=[O:17])=[O:16])=[C:9]([CH3:47])[CH:8]=1)([CH3:4])([CH3:3])[CH3:2].[H][H].ClCCl.CO>C(OCC)(=O)C.C1COCC1.[Pd]>[C:1]([O:5][C:6](=[O:48])[C:7]1[CH:12]=[CH:11][C:10]([CH2:13][CH2:14][S:15]([N:18]2[CH2:19][CH2:20][C:21]3([N:25]=[C:24]([C:26]4[CH:31]=[C:30]([C:32]([F:33])([F:35])[F:34])[CH:29]=[C:28]([OH:36])[CH:27]=4)[NH:23][C:22]3=[O:44])[CH2:45][CH2:46]2)(=[O:16])=[O:17])=[C:9]([CH3:47])[CH:8]=1)([CH3:4])([CH3:3])[CH3:2]. Procedure details: 4-{2-[2-(3-Benzyloxy-5-trifluoromethyl-phenyl)-4-oxo-1,3,8-triaza-spiro[4.5]dec-1-ene-8-sulfonyl]-ethyl}-3-methyl-benzoic acid tert-butyl ester (952.0 mg, 1.39 mmol) was dissolved in ethyl acetate (15.0 ml)-THF (5.0 ml). Pd—C (190.4 mg) was added and the mixture was stirred at room temperature for one hour in a hydrogen atmosphere. After completion of the reaction, the precipitated solid was dissolved by adding dichloromethane and methanol, and the remaining black solid was then filtered off thr... Reactants: ClC(=O)OCC1=CC=CC=C1 (benzyl chloroformate), Intermediate 12, C(C)(C)C1=C(C=CC=C1)C1=CC=CC=2CC(OC21)CN ((±)-[7-(2-isopropylphenyl)-2,3-dihydro-1-benzofuran-2-yl]methylamine), C(C)(C)N(CC)C(C)C (diisopropylethylamine). Yields the product 1.92, C(C1=CC=CC=C1)OC(NCC1OC2=C(C1)C=CC=C2C2=C(C=CC=C2)C(C)C)=O ((±)-benzyl[7-(2-isopropylphenyl)-2,3-dihydro-1-benzofuran-2-yl]methylcarbamate). The yield is 89.0%. As a reaction SMILES: [CH:1]([C:4]1[CH:9]=[CH:8][CH:7]=[CH:6][C:5]=1[C:10]1[C:18]2[O:17][CH:16]([CH2:19][NH2:20])[CH2:15][C:14]=2[CH:13]=[CH:12][CH:11]=1)([CH3:3])[CH3:2].C(N(C(C)C)CC)(C)C.Cl[C:31]([O:33][CH2:34][C:35]1[CH:40]=[CH:39][CH:38]=[CH:37][CH:36]=1)=[O:32]>>[CH2:34]([O:33][C:31](=[O:32])[NH:20][CH2:19][CH:16]1[CH2:15][C:14]2[CH:13]=[CH:12][CH:11]=[C:10]([C:5]3[CH:6]=[CH:7][CH:8]=[CH:9][C:4]=3[CH:1]([CH3:3])[CH3:2])[C:18]=2[O:17]1)[C:35]1[CH:40]=[CH:39][CH:38]=[CH:37][CH:36]=1. Reported procedure: Treatment of (±)-[7-(2-isopropylphenyl)-2,3-dihydro-1-benzofuran-2-yl]methylamine (1.69 g, 5.56 mmol) with diisopropylethylamine (1.08 g, 8.34 mmol) and benzyl chloroformate (1.04 g, 6.12 mmol) generally according to the procedure described for Intermediate 12 gave 1.92 (89%) of (±)-benzyl[7-(2-isopropylphenyl)-2,3-dihydro-1-benzofuran-2-yl]methylcarbamate as a yellow oil. Rf=0.66 (silica, ethyl acetate:hexanes 1:4); Anal. calcd. for C26H27NO3: C, 77.78; H, 6.78; N, 3.49. Found: C, 77.5; H, 6.7;...